From a dataset of the Open Reaction Database (ORD), a public repository of structured organic reaction records. describe an organic reaction: reactants, conditions, products, and yield Reactants: BrC1=C(CCC1)N1C2=C(C=3C=C(C=CC13)C)CN(CC2)C (5-(2-bromocyclopent-1-enyl)-2,8-dimethyl-2,3,4,5-tetrahydro-1H-pyrido[4,3-b]indole), CN1N=CC=C1B1OC(C)(C)C(C)(C)O1 (1-methyl-1H-pyrazole-5-boronic acid pinacol ester), C([O-])([O-])=O.[K+].[K+] (potassium carbonate). Reagents/catalysts: C=1C=CC(=CC1)[P](C=2C=CC=CC2)(C=3C=CC=CC3)[Pd]([P](C=4C=CC=CC4)(C=5C=CC=CC5)C=6C=CC=CC6)([P](C=7C=CC=CC7)(C=8C=CC=CC8)C=9C=CC=CC9)[P](C=1C=CC=CC1)(C=1C=CC=CC1)C=1C=CC=CC1 (Pd(PPh3)4). The solvent is COCCOC (1,2-dimethoxyethane), O (water). Reaction conditions: temperature 90 celsius, time 45 minute. Yields the product CN1CC2=C(N(C=3C=CC(=CC23)C)C2=C(CCC2)C2=CC=NN2C)CC1 (2,8-dimethyl-5-(2-(1-methyl-1H-pyrazol-5-yl)cyclopent-1-enyl)-2,3,4,5-tetrahydro-1H-pyrido[4,3-b]indole). As a reaction SMILES: Br[C:2]1[CH2:6][CH2:5][CH2:4][C:3]=1[N:7]1[C:15]2[CH:14]=[CH:13][C:12]([CH3:16])=[CH:11][C:10]=2[C:9]2[CH2:17][N:18]([CH3:21])[CH2:19][CH2:20][C:8]1=2.[CH3:22][N:23]1[C:27](B2OC(C)(C)C(C)(C)O2)=[CH:26][CH:25]=[N:24]1.C(=O)([O-])[O-].[K+].[K+]>COCCOC.O.C1C=CC([P]([Pd]([P](C2C=CC=CC=2)(C2C=CC=CC=2)C2C=CC=CC=2)([P](C2C=CC=CC=2)(C2C=CC=CC=2)C2C=CC=CC=2)[P](C2C=CC=CC=2)(C2C=CC=CC=2)C2C=CC=CC=2)(C2C=CC=CC=2)C2C=CC=CC=2)=CC=1>[CH3:21][N:18]1[CH2:19][CH2:20][C:8]2[N:7]([C:3]3[CH2:4][CH2:5][CH2:6][C:2]=3[C:27]3[N:23]([CH3:22])[N:24]=[CH:25][CH:26]=3)[C:15]3[CH:14]=[CH:13][C:12]([CH3:16])=[CH:11][C:10]=3[C:9]=2[CH2:17]1 |f:2.3.4,^1:53,55,74,93|. Procedure: To a degassed stirred solution of 5-(2-bromocyclopent-1-enyl)-2,8-dimethyl-2,3,4,5-tetrahydro-1H-pyrido[4,3-b]indole (100 mg, 0.29 mmol), 1-methyl-1H-pyrazole-5-boronic acid pinacol ester (81 mg, 0.576 mmol) and potassium carbonate (120 mg, 0.87 mmol) in 1,2-dimethoxyethane (4 mL) and water (2 mL) was added Pd(PPh3)4 (17 mg, 0.0147 mmol). The reaction mixture was stirred at 90° C. for 45 min. The solvent was removed under reduced pressure, residue diluted with water (20 mL) and extracted with Et... The product is C(N)(=O)SC1=CC(=C(C=C1)NC(=S)NC(=O)OC)NC(=S)NC(=O)OC (4-carbamoylthio-1,2-bis-(3-methoxycarbonyl-2-thioureido)-benzene). Reaction SMILES: NC1C=CC(SC(=O)N)=CC=1[N+]([O-])=O.[C:15]([S:18][C:19]1[CH:24]=[CH:23][C:22]([NH:25][C:26]([NH:28][C:29]([O:31][CH3:32])=[O:30])=[S:27])=[C:21]([N+:33]([O-])=O)[CH:20]=1)(=[O:17])[NH2:16].NC1C=CC(SC(=O)N)=CC=1N.[CH3:48][O:49][C:50]([N:52]=[C:53]=[S:54])=[O:51]>[Fe].CC(C)=O>[C:15]([S:18][C:19]1[CH:24]=[CH:23][C:22]([NH:25][C:26]([NH:28][C:29]([O:31][CH3:32])=[O:30])=[S:27])=[C:21]([NH:33][C:53]([NH:52][C:50]([O:49][CH3:48])=[O:51])=[S:54])[CH:20]=1)(=[O:17])[NH2:16]. Procedure: In a similar manner, substituting 1-amino-4-carbamoylthio-2-nitrobenzene for the 4-carbamoylthio-1-(3-methoxycarbonyl-2-thioureido)-2-nitrobenzene in the iron reduction step, 1,2-diamino-4-carbamoylthiobenzene is prepared. 0.5 G. of this latter compound in 30 ml. acetone is treated overnight with 2 g. methoxy carbonyl isothiocyanate at room temperature. The solution is concentrated and the residue triturated with ether. Recrystallization yields 4-carbamoylthio-1,2-bis-(3-methoxycarbonyl-2-thiour... The solvent is [Fe] (iron), CC(=O)C (acetone). Starting materials: NC1=C(C=C(C=C1)SC(N)=O)[N+](=O)[O-] (1-amino-4-carbamoylthio-2-nitrobenzene), COC(=O)N=C=S (methoxy carbonyl isothiocyanate), C(N)(=O)SC1=CC(=C(C=C1)NC(=S)NC(=O)OC)[N+](=O)[O-] (4-carbamoylthio-1-(3-methoxycarbonyl-2-thioureido)-2-nitrobenzene), NC1=C(C=C(C=C1)SC(N)=O)N (1,2-diamino-4-carbamoylthiobenzene). Starting materials: C(C)(C)N1CCC(CC1)OC1=CC=2C=C3N(C2C=C1)CCNC3=O (8-(1-Isopropyl-piperidin-4-yloxy)-3,4-dihydro-2H-pyrazino[1,2-a]indol-1-one), C(C)(C)NC(CCl)=O (N-isopropyl chloroacetamide), [H-].[Na+] (sodium hydride). The product is C(C)(C)NC(CN1C(C=2N(C=3C=CC(=CC3C2)OC2CCN(CC2)C(C)C)CC1)=O)=O (N-Isopropyl-2-[8-(1-isopropyl-piperidin-4-yloxy)-1-oxo-3,4-dihydro-1H-pyrazino[1,2-a]indol-2-yl]-acetamide). Yield: 79.0%. Reaction SMILES: [CH:1]([N:4]1[CH2:9][CH2:8][CH:7]([O:10][C:11]2[CH:19]=[CH:18][C:17]3[N:16]4[CH2:20][CH2:21][NH:22][C:23](=[O:24])[C:15]4=[CH:14][C:13]=3[CH:12]=2)[CH2:6][CH2:5]1)([CH3:3])[CH3:2].[CH:25]([NH:28][C:29](=[O:32])[CH2:30]Cl)([CH3:27])[CH3:26].[H-].[Na+]>>[CH:25]([NH:28][C:29](=[O:32])[CH2:30][N:22]1[CH2:21][CH2:20][N:16]2[C:17]3[CH:18]=[CH:19][C:11]([O:10][CH:7]4[CH2:8][CH2:9][N:4]([CH:1]([CH3:3])[CH3:2])[CH2:5][CH2:6]4)=[CH:12][C:13]=3[CH:14]=[C:15]2[C:23]1=[O:24])([CH3:27])[CH3:26] |f:2.3|. Reported procedure: The title compound was synthesized in analogy to example 17, from 8-(1-isopropyl-piperidin-4-yloxy)-3,4-dihydro-2H-pyrazino[1,2-a]indol-1-one (example 1), N-isopropyl chloroacetamide and sodium hydride, to give the desired product as a white solid (79%). Reactants: CCCN(Cc1cccnc1)C1CCc2cccc(OC)c2C1, CS(C)=O. The product is CCCN(Cc1cccnc1)C1CCc2cccc(O)c2C1. As a reaction SMILES: [CH3:1][O:2][c:3]1[cH:4][cH:5][cH:6][c:7]2[c:12]1[CH2:11][CH:10]([N:13]([CH2:14][c:15]1[cH:16][n:17][cH:18][cH:19][cH:20]1)[CH2:21][CH2:22][CH3:23])[CH2:9][CH2:8]2.[CH3:24][S:25]([CH3:26])=[O:27]>>[OH:2][c:3]1[cH:4][cH:5][cH:6][c:7]2[c:12]1[CH2:11][CH:10]([N:13]([CH2:14][c:15]1[cH:16][n:17][cH:18][cH:19][cH:20]1)[CH2:21][CH2:22][CH3:23])[CH2:9][CH2:8]2. Reactants: OC(CCCCOC1=CC=C(C=C1)OC)CO (4-Methoxyphenyl 5,6-dihydroxyhexyl ether), C(CCC(=O)C)(=O)OCC1OC(OC1)(C)C ((2,2-dimethyl-1,3-dioxolan-4-yl)methyl levulinate). The product is C(CCC(=O)C)(=O)OCC(CO)O (2,3-Dihydroxypropyl levulinate). RXN SMILES: OC(CO)CCCCOC1C=CC(OC)=CC=1.[C:18]([O:25][CH2:26][CH:27]1[CH2:31][O:30]C(C)(C)[O:28]1)(=[O:24])[CH2:19][CH2:20][C:21]([CH3:23])=[O:22]>>[C:18]([O:25][CH2:26][CH:27]([OH:28])[CH2:31][OH:30])(=[O:24])[CH2:19][CH2:20][C:21]([CH3:23])=[O:22]. Procedure: Synthesis in analogy to 1c from (2,2-dimethyl-1,3-dioxolan-4-yl)methyl levulinate (27a); The reactants are 2c, [N+](=O)([O-])C1=C(C(=CC(=C1)Cl)Cl)OC (2-nitro-4,6-dichloroanisole). The reagents and catalysts are [Pt] (Pt(S)/C). Yields the product NC1=C(C(=CC(=C1)Cl)Cl)OC (2-amino-4,6-dichloroanisole). Isolated yield 95.5%. As a reaction SMILES: [N+:1]([C:4]1[CH:9]=[C:8]([Cl:10])[CH:7]=[C:6]([Cl:11])[C:5]=1[O:12][CH3:13])([O-])=O>[Pt]>[NH2:1][C:4]1[CH:9]=[C:8]([Cl:10])[CH:7]=[C:6]([Cl:11])[C:5]=1[O:12][CH3:13]. Procedure details: 2-Amino-4,6-dichloroanisole was prepared by same method as described in Step 2 of Preparation 2c except using 2-nitro-4,6-dichloroanisole (13.32 g) and 10%Pt(S)/C (1.33 g). Workup gave crude 2-amino-4,6-dichloroanisole (11 g, 95%) which was used in the next step without purification. 1H NMR (300 MHz, CDCl3) δ6.73 (d, J=2.4 Hz, 1 H), 6.62 (d, J=2.4 Hz, 1 H), 3.82 (s, 3 H).